Dataset: the Open Reaction Database (ORD), a public repository of structured organic reaction records. Task: describe an organic reaction: reactants, conditions, products, and yield Reactants: C1(=CC=C(C=C1)S(=O)(=O)O)C.N[C@H]1[C@@H](CN(CC1)C(=O)OC(C)(C)C)C1=CC=CC=C1 (tert-butyl (3R*,4R*)-4-amino-3-phenylpiperidine-1-carboxylate p-toluenesulfonate), ClC1=CC=C(C(=O)O)C=C1 (4-chlorobenzoic acid), CCN=C=NCCCN(C)C.Cl (WSC.HCl), C=1C=CC2=C(C1)N=NN2O (HOBt). Solvent: O (water), C(C)#N (acetonitrile), C(C)N(CC)CC (triethylamine). Run at time 14 hour. Yields the product ClC1=CC=C(C=C1)C(=O)N[C@H]1[C@@H](CN(CC1)C(=O)OC(C)(C)C)C1=CC=CC=C1 (tert-butyl (3R*,4R*)-4-{[(4-chlorophenyl)carbonyl]amino}-3-phenylpiperidine-1-carboxylate). Isolated yield 90.8%. As a reaction SMILES: C1(C)C=CC(S(O)(=O)=O)=CC=1.[NH2:12][C@@H:13]1[CH2:18][CH2:17][N:16]([C:19]([O:21][C:22]([CH3:25])([CH3:24])[CH3:23])=[O:20])[CH2:15][C@H:14]1[C:26]1[CH:31]=[CH:30][CH:29]=[CH:28][CH:27]=1.[Cl:32][C:33]1[CH:41]=[CH:40][C:36]([C:37](O)=[O:38])=[CH:35][CH:34]=1.CCN=C=NCCCN(C)C.Cl.C1C=CC2N(O)N=NC=2C=1>C(#N)C.O.C(N(CC)CC)C>[Cl:32][C:33]1[CH:41]=[CH:40][C:36]([C:37]([NH:12][C@@H:13]2[CH2:18][CH2:17][N:16]([C:19]([O:21][C:22]([CH3:25])([CH3:24])[CH3:23])=[O:20])[CH2:15][C@H:14]2[C:26]2[CH:27]=[CH:28][CH:29]=[CH:30][CH:31]=2)=[O:38])=[CH:35][CH:34]=1 |f:0.1,3.4|. Procedure: To a solution of the compound (0.50 g) obtained in step 4, 4-chlorobenzoic acid (0.35 g) and triethylamine (0.16 mL) in acetonitrile (15 mL) were added WSC.HCl (0.43 g) and HOBt (0.34 g), and the mixture was stirred at room temperature for 14 hr. The reaction mixture was poured into water, and the resultant product was extracted with ethyl acetate. The organic layer was washed with saturated aqueous sodium hydrogen carbonate solution and brine and dried, and the solvent was evaporated under redu... The reactants are C1(=CC=C(C=C1)S(=O)(=O)[O-])C.C[N+]1=C(SC2=C1CCCC2)SC (3-methyl-2-methylthio-4,5,6,7-tetrahydro-benzothiazol-3-ium p-toluenesulfonate), C(C)NC1=C(C=C(C#N)C=C1)N=C1SCC(N1CC=1C=NC=CC1)=O (4-ethylamino-3-(4-oxo-3-pyridin-3-ylmethylthiazolidin-2-ylideneamino)benzonitrile). The product is C(C)NC1=C(C=C(C#N)C=C1)N=C1SC(C(N1CC=1C=NC=CC1)=O)=C1SC2=C(N1C)CCCC2 (4-ethylamino-3-[5-(3-methyl-4,5,6,7-tetrahydro-3H-benzothiazol-2-ylidene)-4-oxo-3-pyridin-3-ylmethylthiazolidin-2-ylideneamino]benzonitrile). RXN SMILES: C1(C)C=CC(S([O-])(=O)=O)=CC=1.[CH3:12][N+:13]1[C:17]2[CH2:18][CH2:19][CH2:20][CH2:21][C:16]=2[S:15][C:14]=1SC.[CH2:24]([NH:26][C:27]1[CH:34]=[CH:33][C:30]([C:31]#[N:32])=[CH:29][C:28]=1[N:35]=[C:36]1[N:40]([CH2:41][C:42]2[CH:43]=[N:44][CH:45]=[CH:46][CH:47]=2)[C:39](=[O:48])[CH2:38][S:37]1)[CH3:25]>>[CH2:24]([NH:26][C:27]1[CH:34]=[CH:33][C:30]([C:31]#[N:32])=[CH:29][C:28]=1[N:35]=[C:36]1[N:40]([CH2:41][C:42]2[CH:43]=[N:44][CH:45]=[CH:46][CH:47]=2)[C:39](=[O:48])[C:38](=[C:14]2[N:13]([CH3:12])[C:17]3[CH2:18][CH2:19][CH2:20][CH2:21][C:16]=3[S:15]2)[S:37]1)[CH3:25] |f:0.1|. Reported procedure: The title compound was prepared in a manner similar to Example 168 by condensing intermediate 3-methyl-2-methylthio-4,5,6,7-tetrahydro-benzothiazol-3-ium p-toluenesulfonate with 4-ethylamino-3-(4-oxo-3-pyridin-3-ylmethylthiazolidin-2-ylideneamino)benzonitrile. MS(ESI): 503 (MH+). Starting materials: FC(C=1C=C(C(=O)O)C=CC1)(F)F (3-(trifluoromethyl)benzoic acid), NC1=CC(=C(C=C1)O)C (4-amino-2-methylphenol), C(CCl)Cl (EDC). Run in C(Cl)Cl (CH2Cl2). Reaction conditions: time 66 hour. Product: OC1=C(C=C(C=C1)NC(C1=CC(=CC=C1)C(F)(F)F)=O)C (N-(4-hydroxy-3-methylphenyl)-3-(trifluoromethyl)benzamide). As a reaction SMILES: [F:1][C:2]([F:13])([F:12])[C:3]1[CH:4]=[C:5]([CH:9]=[CH:10][CH:11]=1)[C:6]([OH:8])=O.[NH2:14][C:15]1[CH:20]=[CH:19][C:18]([OH:21])=[C:17]([CH3:22])[CH:16]=1.C(Cl)CCl>C(Cl)Cl>[OH:21][C:18]1[CH:19]=[CH:20][C:15]([NH:14][C:6](=[O:8])[C:5]2[CH:9]=[CH:10][CH:11]=[C:3]([C:2]([F:1])([F:13])[F:12])[CH:4]=2)=[CH:16][C:17]=1[CH3:22]. Procedure: To 3-(trifluoromethyl)benzoic acid (380 mg, 2.00 mmol), 4-amino-2-methylphenol (271 mg, 2.20 mmol) and EDC (767 mg, 4.00 mmol) was added CH2Cl2 (80 mL). The resulting mixture was stirred for 66 hours at RT, concentrated, dissolved in EtOAc and washed with water. The organics were dried over sodium sulfate, filtered and concentrated. The crude material was purified by silica gel chromatography (0-50% EtOAc/hexanes) to yield N-(4-hydroxy-3-methylphenyl)-3-(trifluoromethyl)benzamide as a white soli... Reactants: CC1=CC=C(C=C1)C(=CC=O)C1=CC=C(C=C1)C (3,3-bis(4-methylphenyl) -2-propenal), C(=O)(OC)C=P(C1=CC=CC=C1)(C1=CC=CC=C1)C1=CC=CC=C1 ((carbomethoxymethylene)triphenylphosphorane). The solvent is C(Cl)(Cl)(Cl)Cl (carbon tetrachloride). Yields the product CC1=CC=C(C=C1)C(=C/C=C/C(=O)O)C1=CC=C(C=C1)C ((E)-5,5-bis(4-methylphenyl)-2,4-pentadienoic acid). Yield: 67.4%. RXN SMILES: [CH3:1][C:2]1[CH:7]=[CH:6][C:5]([C:8]([C:12]2[CH:17]=[CH:16][C:15]([CH3:18])=[CH:14][CH:13]=2)=[CH:9][CH:10]=O)=[CH:4][CH:3]=1.[C:19]([CH:23]=P(C1C=CC=CC=1)(C1C=CC=CC=1)C1C=CC=CC=1)([O:21]C)=[O:20]>C(Cl)(Cl)(Cl)Cl>[CH3:1][C:2]1[CH:7]=[CH:6][C:5]([C:8]([C:12]2[CH:17]=[CH:16][C:15]([CH3:18])=[CH:14][CH:13]=2)=[CH:9]/[CH:10]=[CH:23]/[C:19]([OH:21])=[O:20])=[CH:4][CH:3]=1. Reported procedure: In the manner described in Example 99, 3,3-bis(4-methylphenyl) -2-propenal (9.45 g) was reacted with (carbomethoxymethylene)triphenylphosphorane (15.3 g) in carbon tetrachloride (95 ml) for 3 days at room temperature. The solvent was removed under reduced pressure and the residue was stirred at reflux in mixture of methanol (40 mL) and 2N NaOH for 45 minutes. The cooled solution was diluted with water (300 ml), extracted with dichloromethane (3×100 mL) to remove non-acidic material, and then aci... The reactants are CC1=C(N=C(O1)C1=CC=CC=C1)CCOC1=CC=C(C=C(C(=O)OC(C)(C)C)C(=O)OC)C=C1 (tert-butyl methyl 2-[4-[2-(5-methyl-2-phenyl-4-oxazolyl)ethoxy]benzylidene]malonate). The reagents and catalysts are [C].[Pd] (palladium carbon). Solvent: O1CCCC1 (tetrahydrofuran). Reaction conditions: time 14 hour. Product: CC1=C(N=C(O1)C1=CC=CC=C1)CCOC1=CC=C(CC(C(=O)OC(C)(C)C)C(=O)OC)C=C1 (tert-Butyl methyl 2-[4-[2-(5-methyl-2-phenyl-4-oxazolyl)ethoxy]benzyl]malonate). Reaction SMILES: [CH3:1][C:2]1[O:6][C:5]([C:7]2[CH:12]=[CH:11][CH:10]=[CH:9][CH:8]=2)=[N:4][C:3]=1[CH2:13][CH2:14][O:15][C:16]1[CH:34]=[CH:33][C:19]([CH:20]=[C:21]([C:29]([O:31][CH3:32])=[O:30])[C:22]([O:24][C:25]([CH3:28])([CH3:27])[CH3:26])=[O:23])=[CH:18][CH:17]=1>O1CCCC1.[C].[Pd]>[CH3:1][C:2]1[O:6][C:5]([C:7]2[CH:8]=[CH:9][CH:10]=[CH:11][CH:12]=2)=[N:4][C:3]=1[CH2:13][CH2:14][O:15][C:16]1[CH:17]=[CH:18][C:19]([CH2:20][CH:21]([C:29]([O:31][CH3:32])=[O:30])[C:22]([O:24][C:25]([CH3:28])([CH3:26])[CH3:27])=[O:23])=[CH:33][CH:34]=1 |f:2.3|. Reported procedure: To a suspension of 10% palladium carbon (1.1 g) in tetrahydrofuran (4.0 ml) was added a mixed solution of tert-butyl methyl 2-[4-[2-(5-methyl-2-phenyl-4-oxazolyl)ethoxy]benzylidene]malonate in methanoltetrahydrofuran (2:1, 36.0 ml), and the mixture was stirred at room temperature for 14 hr under hydrogen pressurization (3 atm). After completion of the reaction, the palladium carbon catalyst was filtered through celite and the filtrate was concentrated under reduced pressure to give the title com... Reactants: OC1=C(C=O)C=CC=C1 (o-Hydroxybenzaldehyde), NC1=CC=CC=C1 (aniline). Solvent: C(C)O (ethanol). Run at time 15 minute. Yields the product OC1=C(C=NC2=CC=CC=C2)C=CC=C1 (N-(o-hydroxybenzylidene)aniline). Reaction SMILES: [OH:1][C:2]1[CH:9]=[CH:8][CH:7]=[CH:6][C:3]=1[CH:4]=O.[NH2:10][C:11]1[CH:16]=[CH:15][CH:14]=[CH:13][CH:12]=1>C(O)C>[OH:1][C:2]1[CH:9]=[CH:8][CH:7]=[CH:6][C:3]=1[CH:4]=[N:10][C:11]1[CH:16]=[CH:15][CH:14]=[CH:13][CH:12]=1. Procedure details: o-Hydroxybenzaldehyde (0.20 mole) was treated with aniline with vigorous stirring in a 1 liter Erlenmeyer Flask. After 15 min., 33 cc of 95% ethanol was added and the reaction mixture was stirred vigorously for an additional 5 min. The reaction mixture was left standing at room temperature for 10 min., then it was placed in an ice-bath for 0.5 hour. The crystals which formed were collected, washed with 95% ethanol, and air dried. Recrystallization from 85% ethanol yielded N-(o-hydroxybenzylidene... Starting materials: C(C1=CC=CC=C1)C1=C(C=CC=C1)NC(CCCBr)=O (2-benzyl-1-(4-bromobutyrylamino)benzene), FC1=CC=C(C=C1)CC1=CC=C(C=C1)N1CCNCC1 (1-[4-(4-fluorophenyl)methylphenyl]piperazine). Yields the product C(C1=CC=CC=C1)C1=C(C=CC=C1)NC(CCCN1CCN(CC1)C1=CC=C(C=C1)CC1=CC=C(C=C1)F)=O (2-benzyl-1-[4-(4-(4-(4-fluorophenyl)methylphenyl)piperazin-1-yl)butyrylamino]benzene). Reaction SMILES: [CH2:1]([C:8]1[CH:13]=[CH:12][CH:11]=[CH:10][C:9]=1[NH:14][C:15](=[O:20])[CH2:16][CH2:17][CH2:18]Br)[C:2]1[CH:7]=[CH:6][CH:5]=[CH:4][CH:3]=1.[F:21][C:22]1[CH:27]=[CH:26][C:25]([CH2:28][C:29]2[CH:34]=[CH:33][C:32]([N:35]3[CH2:40][CH2:39][NH:38][CH2:37][CH2:36]3)=[CH:31][CH:30]=2)=[CH:24][CH:23]=1>>[CH2:1]([C:8]1[CH:13]=[CH:12][CH:11]=[CH:10][C:9]=1[NH:14][C:15](=[O:20])[CH2:16][CH2:17][CH2:18][N:38]1[CH2:37][CH2:36][N:35]([C:32]2[CH:31]=[CH:30][C:29]([CH2:28][C:25]3[CH:26]=[CH:27][C:22]([F:21])=[CH:23][CH:24]=3)=[CH:34][CH:33]=2)[CH2:40][CH2:39]1)[C:2]1[CH:7]=[CH:6][CH:5]=[CH:4][CH:3]=1. Reported procedure: The compound (11) synthesized in Reference Example 11 and the compound (5) synthesized in Reference Example 5 were used to produce the above compound in the same way as Example 1.